Task: describe an organic reaction: reactants, conditions, products, and yield. Dataset: the Open Reaction Database (ORD), a public repository of structured organic reaction records The reactants are C(C)(C)(C)OC(=O)N(CC1=C(C=CC(=C1)[N+](=O)[O-])F)C(=O)OC(C)(C)C (N-(2-fluoro-5-nitrophenylmethyl)iminodicarboxylic acid di-t-butyl ester), Cl.CN (methylamine hydrochloride). Yields the product C(C)(C)(C)OC(=O)N(CC1=C(C=CC(=C1)[N+](=O)[O-])NC)C(=O)OC(C)(C)C (N-(2-methylamino-5-nitrophenylmethyl)iminodicarboxylic acid di-t-butyl ester). The yield is 99.0%. Reaction SMILES: [C:1]([O:5][C:6]([N:8]([C:20]([O:22][C:23]([CH3:26])([CH3:25])[CH3:24])=[O:21])[CH2:9][C:10]1[CH:15]=[C:14]([N+:16]([O-:18])=[O:17])[CH:13]=[CH:12][C:11]=1F)=[O:7])([CH3:4])([CH3:3])[CH3:2].Cl.[CH3:28][NH2:29]>>[C:1]([O:5][C:6]([N:8]([C:20]([O:22][C:23]([CH3:26])([CH3:25])[CH3:24])=[O:21])[CH2:9][C:10]1[CH:15]=[C:14]([N+:16]([O-:18])=[O:17])[CH:13]=[CH:12][C:11]=1[NH:29][CH3:28])=[O:7])([CH3:4])([CH3:3])[CH3:2] |f:1.2|. Procedure details: Using the compound obtained in Example 263 as a starting material and also using methylamine hydrochloride as a reagent, the same procedure of Example 264 gave the titled compound (yield, 99%). The reactants are [Cl-].[Li+].CC1(N(C(CCC1)(C)C)[Mg]Cl)C (2,2,6,6-tetramethylpiperidinylmagnesium chloride lithium chloride), ClC=1C=C(C=NC1)C1=NC(=CC2=C1N(C=N2)C[C@@H]2CC[C@H](CC2)C)C#N (4-(5-chloropyridin-3-yl)-3-[(trans-4-methylcyclohexyl)methyl]-3H-imidazo[4,5-c]pyridine-6-carbonitrile), COCC(C)=O (methoxyacetone). Solvent: C1CCOC1 (THF). Conditions: temperature -78 celsius, time 2 hour. Product: ClC=1C=C(C=NC1)C1=NC(=CC2=C1N(C(=N2)C(COC)(C)O)C[C@@H]2CC[C@H](CC2)C)C#N (4-(5-chloropyridin-3-yl)-2-(2-hydroxy-1-methoxypropan-2-yl)-3-[(trans-4-methylcyclohexyl)methyl]-3H-imidazo[4,5-c]pyridine-6-carbonitrile). RXN SMILES: [Cl:1][C:2]1[CH:3]=[C:4]([C:8]2[C:13]3[N:14]([CH2:17][C@H:18]4[CH2:23][CH2:22][C@H:21]([CH3:24])[CH2:20][CH2:19]4)[CH:15]=[N:16][C:12]=3[CH:11]=[C:10]([C:25]#[N:26])[N:9]=2)[CH:5]=[N:6][CH:7]=1.[Cl-].[Li+].CC1(C)CCCC(C)(C)N1[Mg]Cl.[CH3:41][O:42][CH2:43][C:44](=[O:46])[CH3:45]>C1COCC1>[Cl:1][C:2]1[CH:3]=[C:4]([C:8]2[C:13]3[N:14]([CH2:17][C@H:18]4[CH2:23][CH2:22][C@H:21]([CH3:24])[CH2:20][CH2:19]4)[C:15]([C:44]([OH:46])([CH3:45])[CH2:43][O:42][CH3:41])=[N:16][C:12]=3[CH:11]=[C:10]([C:25]#[N:26])[N:9]=2)[CH:5]=[N:6][CH:7]=1 |f:1.2.3|. Procedure details: 4-(5-chloropyridin-3-yl)-3-[(trans-4-methylcyclohexyl)methyl]-3H-imidazo[4,5-c]pyridine-6-carbonitrile (Preparative Example 3.1, Step 2) (350 mg, 0.95 mmol) was dissolved in THF (10 mL) and cooled to −78° C. 2,2,6,6-tetramethylpiperidinylmagnesium chloride lithium chloride complex (Aldrich, 1M in THF/toluene) (2.0 mL, 2.0 mmol) was added slowly to the solution at −78° C. The reaction was stirred at −78° C. for 2 hours. Then methoxyacetone (168 mg, 2.0 mmol) was added into the reaction mixture at... Reactants: Brc1ccccc1, C1CCOC1, Cc1ccccc1, Clc1nc(Cl)nc(Cl)n1, Cl, [Mg]. The product is Clc1nc(Cl)nc(-c2ccccc2)n1. Reaction SMILES: [Br:2][c:3]1[cH:4][cH:5][cH:6][cH:7][cH:8]1.[CH2:19]1[O:20][CH2:21][CH2:22][CH2:23]1.[CH3:24][c:25]1[cH:26][cH:27][cH:28][cH:29][cH:30]1.[Cl:9][c:10]1[n:11][c:12]([Cl:13])[n:14][c:15]([Cl:16])[n:17]1.[ClH:18].[Mg:1]>>[c:3]1(-[c:15]2[n:14][c:12]([Cl:13])[n:11][c:10]([Cl:9])[n:17]2)[cH:4][cH:5][cH:6][cH:7][cH:8]1.